This data is from the Open Reaction Database (ORD), a public repository of structured organic reaction records. The task is: describe an organic reaction: reactants, conditions, products, and yield Reactants: solution, C(CC(O)(C(=O)O)CC(=O)O)(=O)O (citric acid), C(C)(C)(C)N1C(C2=C(C(=C3N2CCC=2C=C(C(=CC32)C(=O)OC)OC)C=3SC=CC3)CCCC1)=O (methyl 9-tert-butyl-3-methoxy-14-(thiophen-2-yl)-5,6,10,11,12,13-hexahydroazocino[4′,3′:4,5]pyrrolo[2,1-a]isoquinolin-8(9H)-one-2-carboxylate), [OH-].[K+] (potassium hydroxide). Solvent: O (water), CO (methanol), O (water). Conditions: temperature 80 celsius, time 5 hour. The product is C(C)(C)(C)N1C(C2=C(C(=C3N2CCC=2C=C(C(=CC32)C(=O)O)OC)C=3SC=CC3)CCCC1)=O (9-tert-butyl-3-methoxy-14-(thiophen-2-yl)-5,6,10,11,12,13-hexahydroazocino[4′,3′:4,5]pyrrolo[2,1-a]isoquinolin-8(9H)-one-2-carboxylic acid). The yield is 98.6%. As a reaction SMILES: [C:1]([N:5]1[CH2:34][CH2:33][CH2:32][CH2:31][C:8]2[C:9]([C:26]3[S:27][CH:28]=[CH:29][CH:30]=3)=[C:10]3[C:19]4[CH:18]=[C:17]([C:20]([O:22]C)=[O:21])[C:16]([O:24][CH3:25])=[CH:15][C:14]=4[CH2:13][CH2:12][N:11]3[C:7]=2[C:6]1=[O:35])([CH3:4])([CH3:3])[CH3:2].[OH-].[K+].C(O)(=O)CC(CC(O)=O)(C(O)=O)O>CO.O>[C:1]([N:5]1[CH2:34][CH2:33][CH2:32][CH2:31][C:8]2[C:9]([C:26]3[S:27][CH:28]=[CH:29][CH:30]=3)=[C:10]3[C:19]4[CH:18]=[C:17]([C:20]([OH:22])=[O:21])[C:16]([O:24][CH3:25])=[CH:15][C:14]=4[CH2:13][CH2:12][N:11]3[C:7]=2[C:6]1=[O:35])([CH3:4])([CH3:2])[CH3:3] |f:1.2|. Procedure details: To a solution of 480 mg 26a in 10 mL methanol was added a solution of 164 mg potassium hydroxide in 10 mL water. The mixture was stirred at 80° C. for 5 h and then at 50° C. for 16 h. The reaction mixture was poured into a 2M solution of citric acid in water and was extracted with 2×50 mL dichloromethane. The combined organic layers were washed with brine, dried (MgSO4) and concentrated to give 460 mg of compound 26b. The reactants are CCOCCn1c(NC2CCNCC2)nc2ccccc21, COc1ccc(C2(CCOS(C)(=O)=O)CCN(C(=O)c3cc(OC)c(OC)c(OC)c3)C2)cc1OC, CC#N, CCN(C(C)C)C(C)C, ClCCl. Product: CCOCCn1c(NC2CCN(CCC3(c4ccc(OC)c(OC)c4)CCN(C(=O)c4cc(OC)c(OC)c(OC)c4)C3)CC2)nc2ccccc21. Reaction SMILES: [CH2:37]([CH3:38])[O:39][CH2:40][CH2:41][n:42]1[c:43]([NH:51][CH:52]2[CH2:53][CH2:54][NH:55][CH2:56][CH2:57]2)[n:44][c:45]2[c:46]1[cH:47][cH:48][cH:49][cH:50]2.[CH3:1][O:2][c:3]1[cH:4][c:5]([C:6](=[O:7])[N:8]2[CH2:9][C:10]([CH2:13][CH2:14][O:15][S:16]([CH3:17])(=[O:18])=[O:19])([c:20]3[cH:21][c:22]([O:28][CH3:29])[c:23]([O:26][CH3:27])[cH:24][cH:25]3)[CH2:11][CH2:12]2)[cH:30][c:31]([O:35][CH3:36])[c:32]1[O:33][CH3:34].[CH3:70][C:71]#[N:72].[CH:58]([N:59]([CH2:60][CH3:61])[CH:62]([CH3:63])[CH3:64])([CH3:65])[CH3:66].[Cl:67][CH2:68][Cl:69]>>[CH3:1][O:2][c:3]1[cH:4][c:5]([C:6](=[O:7])[N:8]2[CH2:9][C:10]([CH2:13][CH2:14][N:55]3[CH2:54][CH2:53][CH:52]([NH:51][c:43]4[n:42]([CH2:41][CH2:40][O:39][CH2:37][CH3:38])[c:46]5[c:45]([n:44]4)[cH:50][cH:49][cH:48][cH:47]5)[CH2:57][CH2:56]3)([c:20]3[cH:21][c:22]([O:28][CH3:29])[c:23]([O:26][CH3:27])[cH:24][cH:25]3)[CH2:11][CH2:12]2)[cH:30][c:31]([O:35][CH3:36])[c:32]1[O:33][CH3:34]. The reactants are Cc1ccc(N)cc1-c1ccc(C(=O)NCC2CC2)cc1, O=C(O)c1ccc(Cl)cc1. Product: Cc1ccc(NC(=O)c2ccc(Cl)cc2)cc1-c1ccc(C(=O)NCC2CC2)cc1. RXN SMILES: [NH2:1][c:2]1[cH:3][cH:4][c:5]([CH3:21])[c:6](-[c:8]2[cH:9][cH:10][c:11]([C:14](=[O:15])[NH:16][CH2:17][CH:18]3[CH2:19][CH2:20]3)[cH:12][cH:13]2)[cH:7]1.[OH:22][C:23](=[O:24])[c:25]1[cH:26][cH:27][c:28]([Cl:29])[cH:30][cH:31]1>>[NH:1]([c:2]1[cH:3][cH:4][c:5]([CH3:21])[c:6](-[c:8]2[cH:9][cH:10][c:11]([C:14](=[O:15])[NH:16][CH2:17][CH:18]3[CH2:19][CH2:20]3)[cH:12][cH:13]2)[cH:7]1)[C:23](=[O:22])[c:25]1[cH:26][cH:27][c:28]([Cl:29])[cH:30][cH:31]1. Yields the product CSc1ncnn2ccc(CN3CCC(O)CC3)c12. Reactants: ClC(Cl)(Cl)Cl, CSc1ncnn2ccc(C)c12, CCN(C(C)C)C(C)C, CC(C)(C#N)N=NC(C)(C)C#N, O=C1CCC(=O)N1Br, OC1CCNCC1. Reaction SMILES: [C:49]([Cl:50])([Cl:51])([Cl:52])[Cl:53].[CH3:1][c:2]1[cH:3][cH:4][n:5]2[n:6][cH:7][n:8][c:9]([S:11][CH3:12])[c:10]12.[CH:40]([N:41]([CH2:42][CH3:43])[CH:44]([CH3:45])[CH3:46])([CH3:47])[CH3:48].[N:21]#[C:22][C:23]([N:24]=[N:25][C:26]([C:27]#[N:28])([CH3:29])[CH3:30])([CH3:31])[CH3:32].[O:13]=[C:14]1[N:15]([Br:16])[C:17](=[O:18])[CH2:19][CH2:20]1.[OH:33][CH:34]1[CH2:35][CH2:36][NH:37][CH2:38][CH2:39]1>>[CH2:1]([c:2]1[cH:3][cH:4][n:5]2[n:6][cH:7][n:8][c:9]([S:11][CH3:12])[c:10]12)[N:37]1[CH2:36][CH2:35][CH:34]([OH:33])[CH2:39][CH2:38]1. Reactants: COCCN(C(=O)C=1C=C(C(N2C=CC3=C(C12)SC=C3)=O)C3=CC=C(C=C3)OCC3=CC=CC=C3)C3=CC=CC=C3 (8-(4-benzyloxy-phenyl)-7-oxo-7H-thieno[2,3-a]quinolizine-10-carboxylic acid (2-methoxy-ethyl)-phenyl-amide), C(C)I (ethyl iodide). Product: COCCN(C(=O)C=1C=C(C(N2C=CC3=C(C12)SC(=C3)CC)=O)C3=CC=C(C=C3)OCC3=CC=CC=C3)C3=CC=CC=C3 (8-(4-Benzyloxy-phenyl)-2-ethyl-7-oxo-7H-thieno[2,3-a]quinolizine-10-carboxylic acid (2-methoxy-ethyl)-phenyl-amide). Reaction SMILES: [CH3:1][O:2][CH2:3][CH2:4][N:5]([C:36]1[CH:41]=[CH:40][CH:39]=[CH:38][CH:37]=1)[C:6]([C:8]1[CH:9]=[C:10]([C:22]2[CH:27]=[CH:26][C:25]([O:28][CH2:29][C:30]3[CH:35]=[CH:34][CH:33]=[CH:32][CH:31]=3)=[CH:24][CH:23]=2)[C:11](=[O:21])[N:12]2[C:17]=1[C:16]1[S:18][CH:19]=[CH:20][C:15]=1[CH:14]=[CH:13]2)=[O:7].[CH2:42](I)[CH3:43]>>[CH3:1][O:2][CH2:3][CH2:4][N:5]([C:36]1[CH:37]=[CH:38][CH:39]=[CH:40][CH:41]=1)[C:6]([C:8]1[CH:9]=[C:10]([C:22]2[CH:27]=[CH:26][C:25]([O:28][CH2:29][C:30]3[CH:35]=[CH:34][CH:33]=[CH:32][CH:31]=3)=[CH:24][CH:23]=2)[C:11](=[O:21])[N:12]2[C:17]=1[C:16]1[S:18][C:19]([CH2:42][CH3:43])=[CH:20][C:15]=1[CH:14]=[CH:13]2)=[O:7]. Reported procedure: By lithiation of 8-(4-benzyloxy-phenyl)-7-oxo-7H-thieno[2,3-a]quinolizine-10-carboxylic acid (2-methoxy-ethyl)-phenyl-amide and reaction with ethyl iodide. The reactants are N1(CCCC1)C1CCCC=2C=CC=NC12 (8-pyrrolidinyl-5,6,7,8-tetrahydroquinoline), C(C)O.[Na] (sodium-ethanol). Product: N1(CCCC1)C1CCCC2CCCNC12 ((±)-decahydro-8-(-pyrrolidinyl)-quinoline). RXN SMILES: [N:1]1([CH:6]2[C:15]3[N:14]=[CH:13][CH:12]=[CH:11][C:10]=3[CH2:9][CH2:8][CH2:7]2)[CH2:5][CH2:4][CH2:3][CH2:2]1.C(O)C.[Na]>>[N:1]1([CH:6]2[CH:15]3[CH:10]([CH2:11][CH2:12][CH2:13][NH:14]3)[CH2:9][CH2:8][CH2:7]2)[CH2:2][CH2:3][CH2:4][CH2:5]1 |f:1.2,^1:18|. Procedure details: This product is obtained mixed with other diastereoisomers by reduction of the product obtained in Step B either by catalytic hydrogenation or by a sodium-ethanol mixture. The description of these two reductions is given at the end of Example 4.